Dataset: the Open Reaction Database (ORD), a public repository of structured organic reaction records. Task: describe an organic reaction: reactants, conditions, products, and yield Reactants: C, CO, O, COc1ccc(C=CC(=O)O)cc1O, [Pd]. The product is COc1ccc(CCC(=O)O)cc1O. RXN SMILES: [C:18].[CH3:15][OH:16].[OH2:17].[OH:1][c:2]1[cH:3][c:4]([CH:5]=[CH:6][C:7](=[O:8])[OH:9])[cH:10][cH:11][c:12]1[O:13][CH3:14].[Pd:19]>>[OH:1][c:2]1[cH:3][c:4]([CH2:5][CH2:6][C:7](=[O:8])[OH:9])[cH:10][cH:11][c:12]1[O:13][CH3:14]. The reactants are [N+](=O)([O-])C1=CC=C(C=C1)CC(=O)O (p-Nitrophenylacetic acid), [OH-].[Na+] (sodium hydroxide), carboxylic acid sodium, OC1=CC=C(C=O)C=C1 (p-hydroxybenzaldehyde), C(C)(=O)OC(C)=O (acetic anhydride). Solvent: O (water), C(C)O (ethanol). Conditions: temperature 60 celsius. Product: [N+](=O)([O-])C1=CC=C(C=C1)C(C(=O)O)=CC1=CC=C(C=C1)OC(C)=O (a-p-Nitrophenyl-p-acetoxycinnamic Acid). RXN SMILES: [N+:1]([C:4]1[CH:9]=[CH:8][C:7]([CH2:10][C:11]([OH:13])=[O:12])=[CH:6][CH:5]=1)([O-:3])=[O:2].[OH-].[Na+].[OH:16][C:17]1[CH:24]=[CH:23][C:20]([CH:21]=O)=[CH:19][CH:18]=1.[C:25](OC(=O)C)(=[O:27])[CH3:26]>O.C(O)C>[N+:1]([C:4]1[CH:5]=[CH:6][C:7]([C:10](=[CH:21][C:20]2[CH:23]=[CH:24][C:17]([O:16][C:25](=[O:27])[CH3:26])=[CH:18][CH:19]=2)[C:11]([OH:13])=[O:12])=[CH:8][CH:9]=1)([O-:3])=[O:2] |f:1.2|. Procedure: p-Nitrophenylacetic acid (94.02 grams, 0.519 mole) and 1.038 N sodium hydroxide solution (500 mL) are added to a 1,000 mL beaker and heated with stirring to 60° C. The resultant solution is rotary evaporated under vacuum until final conditions of 110° C. and 1 mm Hg are achieved and maintained for 30 minutes. A portion (101.6 grams, 0.50 mole) of the resultant dry white carboxylic acid sodium salt, p-hydroxybenzaldehyde (61.06 grams, 0.50 mole) and acetic anhydride (250 grams) are added to a rea... Reactants: CCCCCC(CC(=O)Nc1cc(C(N)=O)ccc1C(C)(C)C)c1ccc(OCc2ccccc2)cc1OC, CCO, [H][H]. Product: CCCCCC(CC(=O)Nc1cc(C(N)=O)ccc1C(C)(C)C)c1ccc(O)cc1OC. Reaction SMILES: [C:1]([CH3:2])([CH3:3])([CH3:4])[c:5]1[c:6]([NH:14][C:15]([CH2:16][CH:17]([CH2:18][CH2:19][CH2:20][CH2:21][CH3:22])[c:23]2[c:24]([O:37][CH3:38])[cH:25][c:26]([O:29][CH2:30][c:31]3[cH:32][cH:33][cH:34][cH:35][cH:36]3)[cH:27][cH:28]2)=[O:39])[cH:7][c:8]([C:11]([NH2:12])=[O:13])[cH:9][cH:10]1.[CH3:42][CH2:43][OH:44].[H:40][H:41]>>[C:1]([CH3:2])([CH3:3])([CH3:4])[c:5]1[c:6]([NH:14][C:15]([CH2:16][CH:17]([CH2:18][CH2:19][CH2:20][CH2:21][CH3:22])[c:23]2[c:24]([O:37][CH3:38])[cH:25][c:26]([OH:29])[cH:27][cH:28]2)=[O:39])[cH:7][c:8]([C:11]([NH2:12])=[O:13])[cH:9][cH:10]1. Reactants: CC(=O)O, CSc1ccc(C(=O)c2sc(=O)[nH]c2C)cc1, O, OO. Product: Cc1[nH]c(=O)sc1C(=O)c1ccc(S(C)=O)cc1. RXN SMILES: [CH3:21][C:22](=[O:23])[OH:24].[CH3:3][c:4]1[nH:5][c:6](=[O:19])[s:7][c:8]1[C:9]([c:10]1[cH:11][cH:12][c:13]([S:16][CH3:17])[cH:14][cH:15]1)=[O:18].[OH2:20].[OH:1][OH:2]>>[O:1]=[S:16]([c:13]1[cH:12][cH:11][c:10]([C:9]([c:8]2[c:4]([CH3:3])[nH:5][c:6](=[O:19])[s:7]2)=[O:18])[cH:15][cH:14]1)[CH3:17]. Starting materials: CN(CCCCCCCCCO[Si](C)(C)C(C)(C)C)C1C2CCC1C(OC(=O)C(O)(c1cccs1)c1cccs1)C2, C1CCOC1, Cl, [Na+], O=C([O-])O. Product: CN(CCCCCCCCCO)C1C2CCC1C(OC(=O)C(O)(c1cccs1)c1cccs1)C2. As a reaction SMILES: [C:1]([Si:2]([CH3:3])([CH3:4])[O:6][CH2:7][CH2:8][CH2:9][CH2:10][CH2:11][CH2:12][CH2:13][CH2:14][CH2:15][N:16]([CH:17]1[CH:18]2[CH:19]([O:24][C:25]([C:26]([c:27]3[s:28][cH:29][cH:30][cH:31]3)([c:32]3[s:33][cH:34][cH:35][cH:36]3)[OH:37])=[O:38])[CH2:20][CH:21]1[CH2:22][CH2:23]2)[CH3:39])([CH3:5])([CH3:40])[CH3:41].[CH2:48]1[O:49][CH2:50][CH2:51][CH2:52]1.[ClH:42].[Na+:47].[O-:43][C:44]([OH:45])=[O:46]>>[OH:6][CH2:7][CH2:8][CH2:9][CH2:10][CH2:11][CH2:12][CH2:13][CH2:14][CH2:15][N:16]([CH:17]1[CH:18]2[CH:19]([O:24][C:25]([C:26]([c:27]3[s:28][cH:29][cH:30][cH:31]3)([c:32]3[s:33][cH:34][cH:35][cH:36]3)[OH:37])=[O:38])[CH2:20][CH:21]1[CH2:22][CH2:23]2)[CH3:39]. Reactants: C(C)(C)(C)C=1C=C(N)C=C(C1O)C(C)(C)C (3,5-di-t-butyl-4-hydroxy-aniline), C1(=CC=C(C=C1)S(=O)(=O)Cl)C (p-toluenesulfonyl chloride). Solvent: N1=CC=CC=C1 (pyridine). Run at temperature 5 celsius, time 8 hour. Yields the product C(C)(C)(C)C=1C=C(NS(=O)(=O)C2=CC=C(C=C2)C)C=C(C1O)C(C)(C)C (3,5-Di-t-butyl-4-hydroxy-N-[(4-methylphenyl)sulfonyl]-aniline). RXN SMILES: [C:1]([C:5]1[CH:6]=[C:7]([CH:9]=[C:10]([C:13]([CH3:16])([CH3:15])[CH3:14])[C:11]=1[OH:12])[NH2:8])([CH3:4])([CH3:3])[CH3:2].[C:17]1([CH3:27])[CH:22]=[CH:21][C:20]([S:23](Cl)(=[O:25])=[O:24])=[CH:19][CH:18]=1>N1C=CC=CC=1>[C:1]([C:5]1[CH:6]=[C:7]([CH:9]=[C:10]([C:13]([CH3:16])([CH3:15])[CH3:14])[C:11]=1[OH:12])[NH:8][S:23]([C:20]1[CH:21]=[CH:22][C:17]([CH3:27])=[CH:18][CH:19]=1)(=[O:25])=[O:24])([CH3:4])([CH3:3])[CH3:2]. Procedure details: Dissolve 3,5-di-t-butyl-4-hydroxy-aniline (2.21 g, 10 mmol) in anhydrous pyridine (25 mL) and cool to 5° C. Add, by dropwise addition, p-toluenesulfonyl chloride (2.1 g, 11 mmol) and stir overnight. Partition between water and ethyl acetate and separate the organic phase. Wash the organic phase with cold 1N hydrochloric acid, saturated sodium hydrogen carbonate and brine. Dry (MgSO4) and evaporate the solvent in vacuo to give the title compound. The reactants are CN1C=2N(C=3C(C1=O)=C(N(N3)CC3=CC=C(C=C3)C3=NC(=CC=C3)F)SC)[C@@H]3[C@H](N2)CCC3 ((6aR,9aS)-5,6a,7,8,9,9a-hexahydro-5-methyl-3-(methylthio)-2-(4-(6-fluoropyridin-2-yl)benzyl)-cyclopent[4,5]imidazo[1,2-a]pyrazolo[4,3-e]pyrimidin-4(2H)-one), OOS(=O)[O-].[K+] (oxone). The solvent is CC#N (CH3CN), CO (CH3OH). Reaction conditions: time 20 hour. Product: CN1C=2N(C=3C(C1=O)=C(N(N3)CC3=CC=C(C=C3)C3=NC(=CC=C3)F)[S@](=O)C)[C@@H]3[C@H](N2)CCC3 ((6aR,9aS)-5,6a,7,8,9,9a-hexahydro-5-methyl-3-((R)-methylsulfinyl)-2-(4-(6-fluoropyridin-2-yl)benzyl)-cyclopent[4,5]imidazo[1,2-a]pyrazolo[4,3-e]pyrimidin-4(2H)-one). Reaction SMILES: [CH3:1][N:2]1[C:7](=[O:8])[C:6]2=[C:9]([S:26][CH3:27])[N:10]([CH2:12][C:13]3[CH:18]=[CH:17][C:16]([C:19]4[CH:24]=[CH:23][CH:22]=[C:21]([F:25])[N:20]=4)=[CH:15][CH:14]=3)[N:11]=[C:5]2[N:4]2[C@H:28]3[CH2:33][CH2:32][CH2:31][C@H:29]3[N:30]=[C:3]12.[OH:34]OS([O-])=O.[K+]>CC#N.CO>[CH3:1][N:2]1[C:7](=[O:8])[C:6]2=[C:9]([S@@:26]([CH3:27])=[O:34])[N:10]([CH2:12][C:13]3[CH:14]=[CH:15][C:16]([C:19]4[CH:24]=[CH:23][CH:22]=[C:21]([F:25])[N:20]=4)=[CH:17][CH:18]=3)[N:11]=[C:5]2[N:4]2[C@H:28]3[CH2:33][CH2:32][CH2:31][C@H:29]3[N:30]=[C:3]12 |f:1.2|. Reported procedure: (6aR,9aS)-5,6a,7,8,9,9a-hexahydro-5-methyl-3-(methylthio)-2-(4-(6-fluoropyridin-2-yl)benzyl)-cyclopent[4,5]imidazo[1,2-a]pyrazolo[4,3-e]pyrimidin-4(2H)-one (35.2 mg, 0.076 mmol) is dissolved in CH3CN (0.5 mL) and CH3OH (2 mL), and then an aqueous solution of oxone (93.7 mg, 0.152 mmol) is added. The reaction mixture is stirred at room temperature for 20 h, and then purified by a semi-preparative HPLC to give pure product as white solids. MS (ESI) m/z 479.2 [M+H]+. The reactants are C1CCOC1, CCOC(=O)c1cc2cc(OCCOC)ccc2[nH]1, CCO, O. Product: COCCOc1ccc2[nH]c(C(=O)O)cc2c1. Reaction SMILES: [CH2:23]1[O:24][CH2:25][CH2:26][CH2:27]1.[CH3:1][O:2][CH2:3][CH2:4][O:5][c:6]1[cH:7][c:8]2[cH:9][c:10]([C:15](=[O:16])[O:17][CH2:18][CH3:19])[nH:11][c:12]2[cH:13][cH:14]1.[CH3:20][CH2:21][OH:22].[OH2:28]>>[CH3:1][O:2][CH2:3][CH2:4][O:5][c:6]1[cH:7][c:8]2[cH:9][c:10]([C:15](=[O:16])[OH:17])[nH:11][c:12]2[cH:13][cH:14]1.